From a dataset of the Open Reaction Database (ORD), a public repository of structured organic reaction records. describe an organic reaction: reactants, conditions, products, and yield The reactants are ClC=1C=C(C(=O)NC=2C=NC(=CC2)OC2=C3CCC(C3=CC=C2)=O)C=CC1Cl (3,4-dichloro-N1-{6-[(1-oxo-2,3-dihydro-1H-inden-4-yl)oxy]-3-pyridinyl}benzamide), [Cl-].O[NH3+] (hydroxyammonium chloride), N1=CC=CC=C1 (pyridine). The solvent is C(C)O (ethanol). Run at temperature 60 celsius, time 30 minute. Product: ClC=1C=C(C(=O)NC=2C=NC(=CC2)OC2=C3CCC(C3=CC=C2)=NO)C=CC1Cl (3,4-dichloro-N1-(6-[(1-hydroxyimino-2,3-dihydro-1H-inden-4-yl)oxy]-3-pyridinyl}benzamide). Yield: 51.9%. As a reaction SMILES: [Cl:1][C:2]1[CH:3]=[C:4]([CH:25]=[CH:26][C:27]=1[Cl:28])[C:5]([NH:7][C:8]1[CH:9]=[N:10][C:11]([O:14][C:15]2[CH:23]=[CH:22][CH:21]=[C:20]3[C:16]=2[CH2:17][CH2:18][C:19]3=O)=[CH:12][CH:13]=1)=[O:6].[Cl-].[OH:30][NH3+:31].N1C=CC=CC=1>C(O)C>[Cl:1][C:2]1[CH:3]=[C:4]([CH:25]=[CH:26][C:27]=1[Cl:28])[C:5]([NH:7][C:8]1[CH:9]=[N:10][C:11]([O:14][C:15]2[CH:23]=[CH:22][CH:21]=[C:20]3[C:16]=2[CH2:17][CH2:18][C:19]3=[N:31][OH:30])=[CH:12][CH:13]=1)=[O:6] |f:1.2|. Reported procedure: 800 mg of 3,4-dichloro-N1-{6-[(1-oxo-2,3-dihydro-1H-inden-4-yl)oxy]-3-pyridinyl}benzamide obtained in Example 1 and 670 mg of hydroxyammonium chloride (hydroxylamine hydrochloride) were suspended in 40 ml of ethanol and, after adding 5.4 ml of pyridine to the resulting suspension, the mixture was stirred at 60° C. After 30 minutes, the reaction solution was distilled off under reduced pressure. To the resulting residue, 60 ml of ethyl acetate was added and the solution was washed in turn with wa... The reactants are C(C)(=O)OCC=1C(=NC=CC1B1OC(C(O1)(C)C)(C)C)N1C(C2=C(C=C(C=C2C=N1)C(C)(C)C)F)=O ((2-(6-tert-butyl-8-fluoro-1-oxophthalazin-2(1H)-yl)-4-(4,4,5,5-tetramethyl-1,3,2-dioxaborolan-2-yl)pyridin-3-yl)methyl acetate), BrC=1C=C(C(N(C1)C)=O)NC1=NOC(=C1)C (5-Bromo-1-methyl-3-(5-methylisoxazol-3-ylamino)pyridin-2(1H)-one), [O-]P(=O)([O-])[O-].[K+].[K+].[K+] (K3PO4), C(C)(=O)[O-].[Na+] (sodium acetate). The reagents and catalysts are O (water), C1=CC=C(C=C1)P([C-]2C=CC=C2)C3=CC=CC=C3.C1=CC=C(C=C1)P([C-]2C=CC=C2)C3=CC=CC=C3.Cl[Pd]Cl.[Fe+2] (Pd(dppf)Cl2). Solvent: C(C)#N (acetonitrile). Conditions: temperature 100 celsius. The product is C(C)(=O)OCC=1C(=NC=CC1C1=CN(C(C(=C1)NC1=NOC(=C1)C)=O)C)N1C(C2=C(C=C(C=C2C=N1)C(C)(C)C)F)=O ((2-(6-tert-Butyl-8-fluoro-1-oxophthalazin-2(1H)-yl)-4-(1-methyl-5-(5-methylisoxazol-3-ylamino)-6-oxo-1,6-dihydropyridin-3-yl)pyridin-3-yl)methyl Acetate). Isolated yield 87.3%. As a reaction SMILES: [C:1]([O:4][CH2:5][C:6]1[C:7]([N:21]2[N:30]=[CH:29][C:28]3[C:23](=[C:24]([F:35])[CH:25]=[C:26]([C:31]([CH3:34])([CH3:33])[CH3:32])[CH:27]=3)[C:22]2=[O:36])=[N:8][CH:9]=[CH:10][C:11]=1B1OC(C)(C)C(C)(C)O1)(=[O:3])[CH3:2].Br[C:38]1[CH:39]=[C:40]([NH:46][C:47]2[CH:51]=[C:50]([CH3:52])[O:49][N:48]=2)[C:41](=[O:45])[N:42]([CH3:44])[CH:43]=1.[O-]P([O-])([O-])=O.[K+].[K+].[K+].C([O-])(=O)C.[Na+]>O.C1C=CC(P(C2C=CC=CC=2)[C-]2C=CC=C2)=CC=1.C1C=CC(P(C2C=CC=CC=2)[C-]2C=CC=C2)=CC=1.Cl[Pd]Cl.[Fe+2].C(#N)C>[C:1]([O:4][CH2:5][C:6]1[C:7]([N:21]2[N:30]=[CH:29][C:28]3[C:23](=[C:24]([F:35])[CH:25]=[C:26]([C:31]([CH3:34])([CH3:33])[CH3:32])[CH:27]=3)[C:22]2=[O:36])=[N:8][CH:9]=[CH:10][C:11]=1[C:38]1[CH:39]=[C:40]([NH:46][C:47]2[CH:51]=[C:50]([CH3:52])[O:49][N:48]=2)[C:41](=[O:45])[N:42]([CH3:44])[CH:43]=1)(=[O:3])[CH3:2] |f:2.3.4.5,6.7,9.10.11.12|. Procedure details: A 50-mL single-neck round-bottomed flask equipped with a magnetic stirrer and a reflux condenser was charged with 3-(acetoxymethyl)-2-(6-tert-butyl-8-fluoro-1-oxophthalazin-2(1H)-yl)pyridin-4-ylboronic acid 116c (438 mg, 1.06 mmol), 129a (150 mg, 0.60 mmol), Pd(dppf)Cl2 (19 mg, 0.026 mmol), K3PO4 (224 mg, 1.06 mmol), sodium acetate (87 mg, 1.06 mmol), water (5 drops), and acetonitrile (10 mL). After three cycles of vacuum/argon flush, the reaction mixture was heated at 100° C. for 1 h. Analysis ...